From a dataset of the Open Reaction Database (ORD), a public repository of structured organic reaction records. describe an organic reaction: reactants, conditions, products, and yield Reaction conditions: time 4 hour. Product: C(C)(C)(C)OC(=O)N[C@H](C[C@@H]([C@H](CC1=CC=CC=C1)NC(=O)OCC1=CN=CS1)O)CC1=CC=CC=C1 ((2S,3S,5S)-5-(t-Butyloxycarbonylamino)-2-(N-((5-thiazolyl)methoxycarbonyl)amino)-1,6-diphenyl-3-hydroxyhexane). Solvent: CN(C)C=O (DMF). Starting materials: N[C@@H](CC1=CC=CC=C1)[C@H](C[C@H](CC1=CC=CC=C1)NC(=O)OC(C)(C)C)O ((2S,3S,5S)-2-Amino-3-hydroxy-5-(t-butyloxycarbonylamino)-1,6-diphenylhexane), S1C=NC=C1 (thiazole). As a reaction SMILES: [NH2:1][C@H:2]([C@@H:10]([OH:28])[CH2:11][C@@H:12]([NH:20][C:21]([O:23][C:24]([CH3:27])([CH3:26])[CH3:25])=[O:22])[CH2:13][C:14]1[CH:19]=[CH:18][CH:17]=[CH:16][CH:15]=1)[CH2:3][C:4]1[CH:9]=[CH:8][CH:7]=[CH:6][CH:5]=1.[S:29]1[CH:33]=[CH:32][N:31]=[CH:30]1>CN(C=O)C>[C:24]([O:23][C:21]([NH:20][C@@H:12]([CH2:13][C:14]1[CH:15]=[CH:16][CH:17]=[CH:18][CH:19]=1)[CH2:11][C@H:10]([OH:28])[C@@H:2]([NH:1][C:21]([O:23][CH2:24][C:33]1[S:29][CH:30]=[N:31][CH:32]=1)=[O:22])[CH2:3][C:4]1[CH:5]=[CH:6][CH:7]=[CH:8][CH:9]=1)=[O:22])([CH3:25])([CH3:27])[CH3:26]. Isolated yield 159.3%. Procedure: The product of Example 68D (6.0 g, 15.6 mmoles) was dissolved in 60 ml of DMF under nitrogen atmosphere. To this stirred solution at room temperature was added 5-p-nitrophenyloxycarbonyloxymethyl)thiazole (4.67 g, 15.6 mmole) and the resulting solution was stirred for 4 h. The solvent was removed under reduced pressure by rotary evaporation and the residue dissolved in 150 mL EtOAc. This solution was washed with 5×75 mL 1N NaOH solution, 100 mL brine, dried over Na2SO4. The solvent was removed t... Reactants: compound 4b, FC1=C(C=CC(=C1)F)C([C@@H](C)OC1OCCCC1)=O ((2R)-2',4'-Difluoro-2-(3,4,5,6-tetrahydro-2H-pyran-2-yloxy)propiophenone), C(C)(=O)OCC (ethyl acetate), CCCCCC (hexane), C[Si](C)(C)[N-][Si](C)(C)C.[Li+] (lithium bis (trimethylsilyl)amide). Reagents/catalysts: [Br-].C[P+](C1=CC=CC=C1)(C1=CC=CC=C1)C1=CC=CC=C1 (methyl triphenylphosphonium bromide). Solvent: O1CCCC1 (tetrahydrofuran), O1CCCC1 (tetrahydrofuran), O1CCCC1 (tetrahydrofuran). Run at temperature 8 celsius, time 1 hour. The product is FC1=C(C=CC(=C1)F)C(=C)[C@@H](C)OC1OCCCC1 ((3R)-2-(2,4-Difluorophenyl)-3-(3,4,5,6-tetrahydro-2H-pyran-2-yloxy)-1-butene). Yield: 96.0%. As a reaction SMILES: C[Si]([N-][Si](C)(C)C)(C)C.[Li+].[F:11][C:12]1[CH:17]=[C:16]([F:18])[CH:15]=[CH:14][C:13]=1[C:19](=O)[C@H:20]([O:22][CH:23]1[CH2:28][CH2:27][CH2:26][CH2:25][O:24]1)[CH3:21].[C:30](OCC)(=O)C.CCCCCC>[Br-].C[P+](C1C=CC=CC=1)(C1C=CC=CC=1)C1C=CC=CC=1.O1CCCC1>[F:11][C:12]1[CH:17]=[C:16]([F:18])[CH:15]=[CH:14][C:13]=1[C:19]([C@H:20]([O:22][CH:23]1[CH2:28][CH2:27][CH2:26][CH2:25][O:24]1)[CH3:21])=[CH2:30] |f:0.1,5.6|. Reported procedure: A mechanically stirred mixture of methyl triphenylphosphonium bromide (84.6 g, 0.237 moles) in 175 ml of dry tetrahydrofuran was cooled to 8° C. A solution of lithium bis (trimethylsilyl)amide (42.4 g, 0.253 moles) in 250 ml tetrahydrofuran was added to the above mixture at a rate so that the temperature of the mixture remained 23° C. After stirring for 1 hour at room temperature the contents were cooled to -70° C. and stirred for 1/2 hour. Added a solution of compound 4b, (2R)-2',4'-Difluoro-2-... Reactants: Cc1ccccc1, OB(O)C1CC1, Clc1ccc(Cl)c(I)c1, [K+], [K+], [K+], O, O=P([O-])([O-])[O-]. Yields the product Clc1ccc(Cl)c(C2CC2)c1. Reaction SMILES: [CH3:25][c:26]1[cH:27][cH:28][cH:29][cH:30][cH:31]1.[CH:10]1([B:13]([OH:14])[OH:15])[CH2:11][CH2:12]1.[Cl:1][c:2]1[c:3]([I:9])[cH:4][c:5]([Cl:8])[cH:6][cH:7]1.[K+:21].[K+:22].[K+:23].[OH2:24].[P:16]([O-:17])([O-:18])([O-:19])=[O:20]>>[Cl:1][c:2]1[c:3]([CH:10]2[CH2:11][CH2:12]2)[cH:4][c:5]([Cl:8])[cH:6][cH:7]1. Reactants: [NH4+].[Cl-] (NH4Cl), N[C@@H](CCSC)C=O (Metal), BrCCCCCC (1-bromohexane), CC=1C=C2C(N(C(C2=CC1C)=O)C=1C=NC=CC1)=O (5,6-dimethyl-2-(3-pyridyl)isoindolin-1,3-dione). Solvent: O1CCCC1 (tetrahydrofuran). Run at temperature 25 celsius, time 15 minute. Product: CC=1C=C2C(N(C(C2=CC1C)=O)C=1C=NC=CC1)(O)CCCCCC (5,6-dimethyl-3-hexyl-3-hydroxy-2-(3-pyridyl)isoindolin-1-one). Yield: 42.5%. As a reaction SMILES: N[C@H](C=O)CCSC.Br[CH2:10][CH2:11][CH2:12][CH2:13][CH2:14][CH3:15].[CH3:16][C:17]1[CH:18]=[C:19]2[C:23](=[CH:24][C:25]=1[CH3:26])[C:22](=[O:27])[N:21]([C:28]1[CH:29]=[N:30][CH:31]=[CH:32][CH:33]=1)[C:20]2=[O:34].[NH4+].[Cl-]>O1CCCC1>[CH3:26][C:25]1[CH:24]=[C:23]2[C:19](=[CH:18][C:17]=1[CH3:16])[C:20](=[O:34])[N:21]([C:28]1[CH:29]=[N:30][CH:31]=[CH:32][CH:33]=1)[C:22]2([CH2:10][CH2:11][CH2:12][CH2:13][CH2:14][CH3:15])[OH:27] |f:3.4|. Procedure: Metal magnesium (0.14 g, 5.6 mmol) and 1-bromohexane (0.78 ml, 5.6 mmol) were stirred with heating at 65° C. in anhydrous tetrahydrofuran (24 ml) under an argon atmosphere for 2 hrs, and 5,6-dimethyl-2-(3-pyridyl)isoindolin-1,3-dione (0.40 g, 1.6 mmol) was added thereto, followed by stirring at 25° C. for 15 minutes. The reaction solution was poured into saturated aqueous NH4Cl solution, and extracted with ethyl acetate. The organic layer was concentrated under reduced pressure, and the residue ... The reagents and catalysts are FC(C(=O)[O-])(F)F.[Ag+] (silver trifluoroacetate), FC(C(=O)[O-])(F)F.[Ag+] (silver trifluoroacetate). Reaction SMILES: [CH3:1][C:2]1[CH:7]=[CH:6][C:5]([C:8]2[C:9]([C:14]#[N:15])=[CH:10][CH:11]=[CH:12][CH:13]=2)=[CH:4][CH:3]=1.[Br:16]Br>C(Cl)Cl.FC(F)(F)C([O-])=O.[Ag+]>[Br:16][C:7]1[CH:6]=[C:5]([C:8]2[C:9]([C:14]#[N:15])=[CH:10][CH:11]=[CH:12][CH:13]=2)[CH:4]=[CH:3][C:2]=1[CH3:1] |f:3.4|. Run in C(Cl)Cl (methylene chloride). The yield is 41.0%. Procedure details: A solution of 5.2 g (27 mmol) of 4'-methyl-1,1'-biphenyl-2-nitrile (Example 69, Step B) in 60 mL of methylene chloride at 0° C. was treated with 6.7 g of silver trifluoroacetate (30 mmol). When all the silver trifluoroacetate was dissolved, 1.6 mL of bromine was added dropwise (4.95 g, 31 mmol) with vigorous stirring. After two hours, the reaction mixture was filtered and the solid washed with methylene chloride. The combined organic layers were washed once with dilute (<1N) aqueous sodium hydro... Product: BrC=1C=C(C=CC1C)C=1C(=CC=CC1)C#N (3'-Bromo-4'-methyl-1,1'-biphenyl-2-nitrile). Run at time 2 hour. Starting materials: CC1=CC=C(C=C1)C=1C(=CC=CC1)C#N (4'-methyl-1,1'-biphenyl-2-nitrile), BrBr (bromine). Reactants: COC1=C2CN(C(C2=C(C=C1)[N+](=O)[O-])=O)C (4-methoxy-2-methyl-7-nitro-2,3-dihydro-1H-isoindol-1-one). The reagents and catalysts are [Pd] (Pd/C). The solvent is CO (MeOH), CCOC(=O)C (EtOAc). Run at time 8 hour. Product: NC=1C=CC(=C2CN(C(C12)=O)C)OC (7-Amino-4-methoxy-2-methyl-2,3-dihydro-1H-isoindol-1-one). Reaction SMILES: [CH3:1][O:2][C:3]1[CH:11]=[CH:10][C:9]([N+:12]([O-])=O)=[C:8]2[C:4]=1[CH2:5][N:6]([CH3:16])[C:7]2=[O:15]>CO.CCOC(C)=O.[Pd]>[NH2:12][C:9]1[CH:10]=[CH:11][C:3]([O:2][CH3:1])=[C:4]2[C:8]=1[C:7](=[O:15])[N:6]([CH3:16])[CH2:5]2. Procedure: Pd/C (7.67 mg, 0.0720 mmol) was added to a solution of 4-methoxy-2-methyl-7-nitro-2,3-dihydro-1H-isoindol-1-one in MeOH (2 mL) and EtOAc (2 mL) and the mixture was hydrogenated at stp overnight. The solution was filtered and the title compound was not further purified. MS (ES+): m/z 193.14 (100) [MH+]; HPLC: tR=0.65 min (UPLC, analytical). Reactants: ClC(=O)OC1=CC=CC=C1 (phenyl chloroformate), Cl.Cl.N1(CCC1)CC1CCNCC1 (4-(Azetidin-1-ylmethyl)piperidine dihydrochloride), FC1=C(OC2=CC(=NC=C2)N)C=CC(=C1)[N+](=O)[O-] (4-(2-Fluoro-4-nitrophenoxy)pyridin-2-ylamine). The solvent is C(C)N(CC)CC (triethylamine), C(C)N(CC)CC (triethylamine), O1CCCC1 (tetrahydrofuran), CN(C=O)C (N,N-dimethylformamide). Reaction conditions: time 1.5 hour. Yields the product FC1=C(OC2=CC(=NC=C2)NC(=O)N2CCC(CC2)CN2CCC2)C=CC(=C1)[N+](=O)[O-] (4-(Azetidin-1-ylmethyl)piperidine-1-carboxylic acid [4-(2-fluoro-4-nitrophenoxy)pyridin-2-yl]amide). RXN SMILES: [F:1][C:2]1[CH:15]=[C:14]([N+:16]([O-:18])=[O:17])[CH:13]=[CH:12][C:3]=1[O:4][C:5]1[CH:10]=[CH:9][N:8]=[C:7]([NH2:11])[CH:6]=1.Cl[C:20](OC1C=CC=CC=1)=[O:21].Cl.Cl.[N:31]1([CH2:35][CH:36]2[CH2:41][CH2:40][NH:39][CH2:38][CH2:37]2)[CH2:34][CH2:33][CH2:32]1>O1CCCC1.C(N(CC)CC)C.CN(C)C=O>[F:1][C:2]1[CH:15]=[C:14]([N+:16]([O-:18])=[O:17])[CH:13]=[CH:12][C:3]=1[O:4][C:5]1[CH:10]=[CH:9][N:8]=[C:7]([NH:11][C:20]([N:39]2[CH2:40][CH2:41][CH:36]([CH2:35][N:31]3[CH2:34][CH2:33][CH2:32]3)[CH2:37][CH2:38]2)=[O:21])[CH:6]=1 |f:2.3.4|. Procedure: 4-(2-Fluoro-4-nitrophenoxy)pyridin-2-ylamine (60 mg) was dissolved in tetrahydrofuran (3 ml) under a nitrogen atmosphere, and then triethylamine (0.101 ml) and phenyl chloroformate (0.0908 ml) were added thereto while cooling in an ice water bath, followed by warming to room temperature and stirring for 1.5 hrs. The solution was partitioned between ethyl acetate (50 ml) and a saturated aqueous solution of sodium hydrogencarbonate (30 ml). The organic layer was washed with a saturated aqueous sol... Reactants: C(=O)(OC)NC(=S)NC1=CC=C(C=C1)OCCC (1-carbomethoxy-3-(p-n-propoxyphenyl) thiourea), C([O-])([O-])=O.[K+].[K+] (Potassium carbonate), [OH-].[Na+] (sodium hydroxide). The reagents and catalysts are [Fe-3](C#N)(C#N)(C#N)(C#N)(C#N)C#N.[K+].[K+].[K+] (potassium ferricyanide). Run in O (water), O (water), O (water). Conditions: time 2 hour. Yields the product COC(NC=1SC2=C(N1)C=CC(=C2)OCCC)=O (methyl-6-n-propoxybenzothiazole-2-carbamate). Reaction SMILES: [C:1]([NH:5][C:6]([NH:8][C:9]1[CH:14]=[CH:13][C:12]([O:15][CH2:16][CH2:17][CH3:18])=[CH:11][CH:10]=1)=[S:7])([O:3][CH3:4])=[O:2].[OH-].[Na+].C(=O)([O-])[O-].[K+].[K+]>O.[Fe-3](C#N)(C#N)(C#N)(C#N)(C#N)C#N.[K+].[K+].[K+]>[CH3:4][O:3][C:1](=[O:2])[NH:5][C:6]1[S:7][C:10]2[CH:11]=[C:12]([O:15][CH2:16][CH2:17][CH3:18])[CH:13]=[CH:14][C:9]=2[N:8]=1 |f:1.2,3.4.5,7.8.9.10|. Reported procedure: To a stirred suspension of 2.2 g. 1-carbomethoxy-3-(p-n-propoxyphenyl) thiourea in a solution of 2.42 g. sodium hydroxide in 35 ml of water, in an erlenmeyer flask at 64° (by water bath) is added a solution of 8.8 g. potassium ferricyanide in 20 ml water. The stirring is continued for 2 additional hrs. Potassium carbonate, 6 g. is then added to this reaction mixture and stirring is continued for another 2 hr. period. It is then extracted by 2 × 50 ml chloroform. The chloroform extracts are dried... As a reaction SMILES: [CH2:47]1[O:48][CH2:49][CH2:50][O:51][CH2:52]1.[Cl:44][CH2:45][Cl:46].[ClH:43].[OH:1][C:2]1([c:15]2[n:16]([CH3:42])[c:17]3[n:18][c:19](-[n:30]4[c:31]([CH:39]([CH3:40])[CH3:41])[n:32][c:33]5[c:34]4[cH:35][cH:36][cH:37][cH:38]5)[n:20][c:21]([N:24]4[CH2:25][CH2:26][O:27][CH2:28][CH2:29]4)[c:22]3[n:23]2)[CH2:3][N:4]([C:8]([O:9][C:10]([CH3:11])([CH3:12])[CH3:13])=[O:14])[CH2:5][CH2:6][CH2:7]1>>[ClH:43].[OH:1][C:2]1([c:15]2[n:16]([CH3:42])[c:17]3[n:18][c:19](-[n:30]4[c:31]([CH:39]([CH3:40])[CH3:41])[n:32][c:33]5[c:34]4[cH:35][cH:36][cH:37][cH:38]5)[n:20][c:21]([N:24]4[CH2:25][CH2:26][O:27][CH2:28][CH2:29]4)[c:22]3[n:23]2)[CH2:3][NH:4][CH2:5][CH2:6][CH2:7]1. Yields the product Cl, CC(C)c1nc2ccccc2n1-c1nc(N2CCOCC2)c2nc(C3(O)CCCNC3)n(C)c2n1. The reactants are C1COCCO1, ClCCl, Cl, CC(C)c1nc2ccccc2n1-c1nc(N2CCOCC2)c2nc(C3(O)CCCN(C(=O)OC(C)(C)C)C3)n(C)c2n1. The reactants are C([O-])([O-])=O.[Ba+2] (barium carbonate), solution, [H-].C(CCC)[Al+]CCCC (dibutylaluminium hydride), C1(=CC=CC=C1)C (toluene), solution, C(=O)([O-])C(O)C(O)C(=O)[O-].[K+].[Na+] (sodium potassium tartrate), product, solution, S(O)(O)(=O)=O (sulphuric acid). The solvent is C1CCOC1 (THF), O (water). Reaction conditions: time 1 hour. The product is COC1C(C(C(OC12CCCC2)O)O)O (10-methoxy-6-oxaspiro[4.5]decane-7.8,9-triol). RXN SMILES: [H-].[CH2:2]([Al+]CCCC)CCC.[C:11]([CH:14]([CH:16]([C:18]([O-:20])=[O:19])[OH:17])[OH:15])([O-:13])=O.[K+].[Na+].S(=O)(=O)(O)O.C(=O)([O-])[O-].[Ba+2].[C:33]1([CH3:39])[CH:38]=[CH:37][CH:36]=CC=1>O.C1COCC1>[CH3:2][O:13][CH:11]1[C:36]2([CH2:37][CH2:38][CH2:33][CH2:39]2)[O:20][CH:18]([OH:19])[CH:16]([OH:17])[CH:14]1[OH:15] |f:0.1,2.3.4,6.7|. Procedure: 157 ml of a 1.5 M solution of dibutylaluminium hydride in toluene is added at −5° C. to a solution containing 56 g of the product of the previous stage and 300 ml of THF. Agitation is carried out at −3° C. for 1 hour. 1 liter of a 1 M solution of sodium potassium tartrate is added. Agitation is carried out for 15 minutes at ambient temperature. The reaction medium is extracted with an ethyl acetate-heptane 1-1 mixture followed by washing with water, salt water, drying and evaporating to dryness....